This data is from the Open Reaction Database (ORD), a public repository of structured organic reaction records. The task is: describe an organic reaction: reactants, conditions, products, and yield Reactants: CN1CC2=C(CC1)OC1=C2C=C(C=C1)S(=O)(=O)C1=CC=CC=C1 (2-Methyl-8-(phenylsulfonyl)-1,2,3,4-tetrahydrobenzofuro[3,2-c]pyridine), Cl (HCl). The solvent is CO (methanol). Yields the product Cl.CN1CC2=C(CC1)OC1=C2C=C(C=C1)S(=O)(=O)C1=CC=CC=C1 (2-methyl-8-(phenylsulfonyl)-1,2,3,4-tetrahydrobenzofuro[3,2-c]pyridine hydrochloride). Reaction SMILES: [CH3:1][N:2]1[CH2:7][CH2:6][C:5]2[O:8][C:9]3[CH:14]=[CH:13][C:12]([S:15]([C:18]4[CH:23]=[CH:22][CH:21]=[CH:20][CH:19]=4)(=[O:17])=[O:16])=[CH:11][C:10]=3[C:4]=2[CH2:3]1.[ClH:24]>CO>[ClH:24].[CH3:1][N:2]1[CH2:7][CH2:6][C:5]2[O:8][C:9]3[CH:14]=[CH:13][C:12]([S:15]([C:18]4[CH:23]=[CH:22][CH:21]=[CH:20][CH:19]=4)(=[O:17])=[O:16])=[CH:11][C:10]=3[C:4]=2[CH2:3]1 |f:3.4|. Procedure details: 2-Methyl-8-(phenylsulfonyl)-1,2,3,4-tetrahydrobenzofuro[3,2-c]pyridine (13 mg, 0.04 mmol) was treated with 1.25M HCl in methanol (3 mL). After 10 min the solution was concentrated in vacuo to give 2-methyl-8-(phenylsulfonyl)-1,2,3,4-tetrahydrobenzofuro[3,2-c]pyridine hydrochloride (18 mg, 90%, AUC HPLC 96.8%) as an off-white solid: mp 272° C. 1H NMR (DMSO-d6, 300 MHz) δ 11.16 (s, 1H), 8.35 (d, J=1.8 Hz, 1H), 7.99-7.95 (m, 2H), 7.92 (dd, J=8.7, 1.8 Hz, 1H), 7.84 (d, J=8.7 Hz, 1H), 7.71-7.59 (m, 3...